Dataset: the Open Reaction Database (ORD), a public repository of structured organic reaction records. Task: describe an organic reaction: reactants, conditions, products, and yield Reactants: C(C)(C)(C)OC(=O)N1CCN(CC1)C1=C(C=C(C=C1)C(F)(F)F)Cl (4-(2-Chloro-4-trifluoromethyl-phenyl)-piperazine-1-carboxylic acid tert-butyl ester), FC(C(=O)O)(F)F (trifluoroacetic acid). The solvent is C(Cl)Cl (MeCl2). Conditions: temperature 40 celsius, time 4 hour. Product: ClC1=C(C=CC(=C1)C(F)(F)F)N1CCNCC1 (1-(2-Chloro-4-trifluoromethyl-phenyl)-piperazine). The yield is 46.1%. As a reaction SMILES: C(OC([N:8]1[CH2:13][CH2:12][N:11]([C:14]2[CH:19]=[CH:18][C:17]([C:20]([F:23])([F:22])[F:21])=[CH:16][C:15]=2[Cl:24])[CH2:10][CH2:9]1)=O)(C)(C)C.FC(F)(F)C(O)=O>C(Cl)Cl>[Cl:24][C:15]1[CH:16]=[C:17]([C:20]([F:21])([F:22])[F:23])[CH:18]=[CH:19][C:14]=1[N:11]1[CH2:12][CH2:13][NH:8][CH2:9][CH2:10]1. Procedure details: A solution of 4-(2-Chloro-4-trifluoromethyl-phenyl)-piperazine-1-carboxylic acid tert-butyl ester (60 mg, 0.164 mmol) in MeCl2 (0.8 ml) was treated with trifluoroacetic acid (63 μl), heated up to 40° C. and stirred for 4 h. The solvent was removed in vacuo. The residue was dissolved in water and basified with NaOH 1N. The aqueous layer was extracted twice with MeCl2. The combined organic layers were dried over Na2SO4, filtered and the solvent was removed in vacuo to provide the title compound (2... Starting materials: solid, Cl.Cl.O1CCC2=C1C=CC=C2C2CCN(CC2)CC[C@@H]2CC[C@H](CC2)N (trans-4-{2-[4-(2,3-dihydro-benzofuran-4-yl)-piperidin-1-yl]-ethyl}-cyclohexylamine dihydrochloride), Cl.Cl.O1CCC2=C1C=CC=C2C2CCN(CC2)CC[C@@H]2CC[C@H](CC2)N (trans-4-{2-[4-(2,3-dihydro-benzofuran-4-yl)-piperidin-1-yl]-ethyl}-cyclohexylamine dihydrochloride), C1(CC1)CC(=O)O (2-cyclopropyl-acetic acid). Yields the product C1(CC1)CC(=O)N[C@@H]1CC[C@H](CC1)CCN1CCC(CC1)C1=CC=CC2=C1CCO2 (trans-2-Cyclopropyl-N-(4-{2-[4-(2,3-dihydro-benzofuran-4-yl)-piperidin-1-yl]-ethyl}-cyclohexyl)-acetamide). As a reaction SMILES: Cl.Cl.[O:3]1[C:7]2[CH:8]=[CH:9][CH:10]=[C:11]([CH:12]3[CH2:17][CH2:16][N:15]([CH2:18][CH2:19][C@H:20]4[CH2:25][CH2:24][C@H:23]([NH2:26])[CH2:22][CH2:21]4)[CH2:14][CH2:13]3)[C:6]=2[CH2:5][CH2:4]1.[CH:27]1([CH2:30][C:31](O)=[O:32])[CH2:29][CH2:28]1>>[CH:27]1([CH2:30][C:31]([NH:26][C@H:23]2[CH2:22][CH2:21][C@H:20]([CH2:19][CH2:18][N:15]3[CH2:16][CH2:17][CH:12]([C:11]4[C:6]5[CH2:5][CH2:4][O:3][C:7]=5[CH:8]=[CH:9][CH:10]=4)[CH2:13][CH2:14]3)[CH2:25][CH2:24]2)=[O:32])[CH2:29][CH2:28]1 |f:0.1.2|. Reported procedure: The title compound, off-white solid (75 mg, 69%), MS (ISP) m/z=411.4 [(M+H)+], mp 189° C., was prepared in accordance with the general method of example 1 from trans-4-{2-[4-(2,3-dihydro-benzofuran-4-yl)-piperidin-1-yl]-ethyl}-cyclohexylamine dihydrochloride (intermediate B) (100 mg, 0.25 mmol) and 2-cyclopropyl-acetic acid. Reactants: CC(=C)C=1C=C(C=CC1)[N+](=O)[O-] (3-(1-methylethenyl)nitrobenzene), ArH, [H][H] (hydrogen). Reagents/catalysts: [Pd] (palladium on carbon). The product is CC(C)C=1C=C(N)C=CC1 (3-(1-methylethyl)aniline). The yield is 78.1%. Reaction SMILES: [CH3:1][C:2]([C:4]1[CH:5]=[C:6]([N+:10]([O-])=O)[CH:7]=[CH:8][CH:9]=1)=[CH2:3].[H][H]>[Pd]>[CH3:1][CH:2]([C:4]1[CH:5]=[C:6]([CH:7]=[CH:8][CH:9]=1)[NH2:10])[CH3:3]. Procedure details: Treatment of 3-nitroacetophenone (10 g) with methyltriphenyl phosphonium bromide (28 g) and n-butyllithium in hexane (78.4 mmol), as described in Example 1a, gave 3-(1-methylethenyl)nitrobenzene (9.5 g), δ (60 MHz, CDCl3) 2.1 (3H, s, CH3), 5.2 and 5.5 (2H, 2s, CH2), 7.2 to 8.2 (4H, m, ArH). Treatment of the above 3-(1-methylethenyl)nitrobenzene (9.5 g) with hydrogen and palladium on carbon (10%, 1.9 g) as described in Example 1a, gave 3-(1-methylethyl)aniline (6.15 g), δ (60 MHz, CDCl3) 1.1 (6H,... Starting materials: C1(CC1)C1=NN(C(=C1)C1CC1)C1=C(C=C(C=C1)[N+](=O)[O-])F (3,5-dicyclopropyl-1-(2-fluoro-4-nitrophenyl)-1H-pyrazole), ClN1C(CCC1=O)=O (N-Chlorosuccinimide). Run in CN(C)C=O (DMF). Conditions: time 2 hour. Yields the product ClC=1C(=NN(C1C1CC1)C1=C(C=C(C=C1)[N+](=O)[O-])F)C1CC1 (4-chloro-3,5-dicyclopropyl-1-(2-fluoro-4-nitrophenyl)-1H-pyrazole). Yield: 52.6%. Reaction SMILES: [CH:1]1([C:4]2[CH:8]=[C:7]([CH:9]3[CH2:11][CH2:10]3)[N:6]([C:12]3[CH:17]=[CH:16][C:15]([N+:18]([O-:20])=[O:19])=[CH:14][C:13]=3[F:21])[N:5]=2)[CH2:3][CH2:2]1.[Cl:22]N1C(=O)CCC1=O>CN(C=O)C>[Cl:22][C:8]1[C:4]([CH:1]2[CH2:2][CH2:3]2)=[N:5][N:6]([C:12]2[CH:17]=[CH:16][C:15]([N+:18]([O-:20])=[O:19])=[CH:14][C:13]=2[F:21])[C:7]=1[CH:9]1[CH2:11][CH2:10]1. Procedure details: Intermediate 10 (1.15 g, 3.40 mmol) was dissolved in DMF and to this N-Chlorosuccinimide (0.64 g, 4.8 mmol) was added at 0° C. Then reaction was allowed to stir at rt for 2 h. After completion of the reaction, work up (EtOAc) and purification afforded the title compound (0.575 g). 1H-NMR (δ ppm, DMSO-d6, 400 MHz): 8.18-8.09 (m, 2H), 7.64 (t, J 8.3, 1H), 1.98-1.90 (m, 1H), 1.82-1.72 (m, 1H), 0.90-0.80 (m, 4H), 0.68-0.60 (m, 4H). The reactants are [Na][Na] (disodium), C(#N)NC(CCCC(=O)NC#N)=O (glutaric acid bis-(N-cyanamide)), [N+](=O)([O-])C1=CC=C(CBr)C=C1 (4-nitrobenzyl bromide). The solvent is CN(C=O)C (dimethylformamide). Yields the product C(#N)N(C(CCCC(=O)N(C#N)CC1=CC=C(C=C1)[N+](=O)[O-])=O)CC1=CC=C(C=C1)[N+](=O)[O-] (Glutaric acid bis-(N-cyano-4-nitrobenzylamide)). As a reaction SMILES: [Na][Na].[C:3]([NH:5][C:6](=[O:15])[CH2:7][CH2:8][CH2:9][C:10]([NH:12][C:13]#[N:14])=[O:11])#[N:4].[N+:16]([C:19]1[CH:26]=[CH:25][C:22]([CH2:23]Br)=[CH:21][CH:20]=1)([O-:18])=[O:17]>CN(C)C=O>[C:13]([N:12]([CH2:23][C:22]1[CH:25]=[CH:26][C:19]([N+:16]([O-:18])=[O:17])=[CH:20][CH:21]=1)[C:10](=[O:11])[CH2:9][CH2:8][CH2:7][C:6]([N:5]([CH2:23][C:22]1[CH:25]=[CH:26][C:19]([N+:16]([O-:18])=[O:17])=[CH:20][CH:21]=1)[C:3]#[N:4])=[O:15])#[N:14]. Procedure: 22.4 g (0.1 mol) of the disodium salt of glutaric acid bis-(N-cyanamide) and 51.85 g (0.2 mol+20% excess) of 4-nitrobenzyl bromide are reacted in 120 ml of dimethylformamide at 36°-40° C. for 1 hour and the mixture is worked up in a manner similar to that in Example 2. 44.3 g (98.4% of theory) of a yellowish crystalline crude product are obtained, and are recrystallised from 440 ml of ethyl acetate. 31.5 g (70.0% of theory) of a colourless, crystalline product of melting point 146.2°-148.2° C. a...